From a dataset of the Open Reaction Database (ORD), a public repository of structured organic reaction records. describe an organic reaction: reactants, conditions, products, and yield Reactants: P(=O)(OCC(COC(NCCCCCCCCCCCCCCCCCC)=O)OC)(OCCBr)[O-] (3-(N-n-Octadecylcarbamoyloxy)-2-methoxypropyl 2-bromoethyl phosphate), S1C=NC=C1 (thiazole). Run at temperature 60 celsius. Yields the product P(=O)(OCC(COC(NCCCCCCCCCCCCCCCCCC)=O)OC)(OCCC=1SC=C[NH+]1)[O-] (3-(N-n-Octadecylcarbamoyloxy)-2-methoxypropyl 2-thiazolioethyl phosphate). RXN SMILES: [P:1]([O-:35])([O:31][CH2:32][CH2:33]Br)([O:3][CH2:4][CH:5]([O:29][CH3:30])[CH2:6][O:7][C:8](=[O:28])[NH:9][CH2:10][CH2:11][CH2:12][CH2:13][CH2:14][CH2:15][CH2:16][CH2:17][CH2:18][CH2:19][CH2:20][CH2:21][CH2:22][CH2:23][CH2:24][CH2:25][CH2:26][CH3:27])=[O:2].[S:36]1[CH:40]=[CH:39][N:38]=[CH:37]1>>[P:1]([O-:35])([O:31][CH2:32][CH2:33][C:37]1[S:36][CH:40]=[CH:39][NH+:38]=1)([O:3][CH2:4][CH:5]([O:29][CH3:30])[CH2:6][O:7][C:8](=[O:28])[NH:9][CH2:10][CH2:11][CH2:12][CH2:13][CH2:14][CH2:15][CH2:16][CH2:17][CH2:18][CH2:19][CH2:20][CH2:21][CH2:22][CH2:23][CH2:24][CH2:25][CH2:26][CH3:27])=[O:2]. Reported procedure: A mixture of 2.0 g of the phosphate ester obtained in Example 10 and 4.5 g of thiazole is stirred and warmed at 60° C. for 5 days. The thiazole is distilled off under reduced pressure, and 50 ml of methanol and 2 g of silver carbonate are added to the residue. The mixture is heated under reflux for 2 hours. After filtration, the filtrate is evaporated to dryness, and the residue is separated and purified by silica gel chromatography [eluent: chloroform-methanol-water (65:25:4)] and crystallized ... Reactants: [Mg] (magnesium), O1CCC(C2=CC=CC=C12)=O (4-chromanone), BrC=1C=C(C=CC1)OC (m-bromoanisole), Cl (HCl). The solvent is O (water), O1CCCC1 (tetrahydrofuran), O1CCCC1 (THF). Reaction conditions: temperature 5 celsius, time 8 hour. Yields the product COC=1C=C(C=CC1)[Mg]Br (3-methoxyphenyl magnesium bromide), title compound. As a reaction SMILES: [Br:1]C1C=C(OC)C=CC=1.[Mg:10].[O:11]1[C:20]2[C:15](=[CH:16][CH:17]=[CH:18][CH:19]=2)C(=O)C[CH2:12]1.Cl>O1CCCC1.O>[CH3:12][O:11][C:20]1[CH:15]=[C:16]([Mg:10][Br:1])[CH:17]=[CH:18][CH:19]=1. Procedure: A solution of 3-methoxyphenyl magnesium bromide was prepared by adding 27.7 g of m-bromoanisole to a suspension of magnesium turnings (3.6 g) in 150 ml of tetrahydrofuran (THF) dropwise over 1 hr. The mixture was heated at reflux for 2 hrs. The resulting solution was cooled to 5° C. and a solution of 4-chromanone (20.0 g) in 50 ml of dry THF added over 2 hrs. at 15° C. The resulting mixture was stirred overnight at room temperature, cooled to 10° C., and treated with 1N HCl until pH 7 was reache... Reactants: ON=CC1=CC=C(C=C1)NC(=O)NCC(=O)OCC (N-[4-(hydroxyiminomethyl)phenyl]-N'-ethoxycarbonylmethylurea), C[O-].[Na+] (sodium methoxide), C(C=CC)Br (crotyl bromide). The solvent is O (water). The product is N-[4-crotyloxyiminomethyl)phenyl, C(C)OC(=O)CNC(N)=O (N'-ethoxycarbonylmethylurea). RXN SMILES: ON=CC1C=CC([NH:10][C:11]([NH:13][CH2:14][C:15]([O:17][CH2:18][CH3:19])=[O:16])=[O:12])=CC=1.C[O-].[Na+].C(Br)C=CC>O>[CH2:18]([O:17][C:15]([CH2:14][NH:13][C:11](=[O:12])[NH2:10])=[O:16])[CH3:19] |f:1.2|. Procedure details: A solution of N-[4-(hydroxyiminomethyl)phenyl]-N'-ethoxycarbonylmethylurea in 25% methanolic sodium methoxide (1.0 equivalent) is treated at room temperature with 1.1 equivalent of crotyl bromide. The reaction mixture is stirred until the temperature falls to about 20° C. The reaction mixture is then poured into cold water and extracted with diethyl ether The ether solution is dried over MgSO4 and filtered, and the solvent is removed by rotary evaporator to yield the corresponding N-[4-crotyloxy... Starting materials: N1=C(C=CC=C1)C=1NC2=C(C=CC=C2C1)N (2-(pyridin-2-yl)-1H-indole-7-amine), S1C(=CC=C1)S(=O)(=O)Cl (thiophene-2-sulfonyl chloride). Run in N1=CC=CC=C1 (pyridine). Conditions: time 2 hour. Product: N1=C(C=CC=C1)C=1NC2=C(C=CC=C2C1)NS(=O)(=O)C=1SC=CC1 (N-[2-(Pyridin-2-yl)-1H-indol-7-yl]thiophene-2-sulfonamide). Yield: 84.1%. As a reaction SMILES: [N:1]1[CH:6]=[CH:5][CH:4]=[CH:3][C:2]=1[C:7]1[NH:8][C:9]2[C:14]([CH:15]=1)=[CH:13][CH:12]=[CH:11][C:10]=2[NH2:16].[S:17]1[CH:21]=[CH:20][CH:19]=[C:18]1[S:22](Cl)(=[O:24])=[O:23]>N1C=CC=CC=1>[N:1]1[CH:6]=[CH:5][CH:4]=[CH:3][C:2]=1[C:7]1[NH:8][C:9]2[C:14]([CH:15]=1)=[CH:13][CH:12]=[CH:11][C:10]=2[NH:16][S:22]([C:18]1[S:17][CH:21]=[CH:20][CH:19]=1)(=[O:24])=[O:23]. Procedure: To a mixture of 2-(pyridin-2-yl)-1H-indole-7-amine (0.35 g) and pyridine (6 mL) was added thiophene-2-sulfonyl chloride (0.38 g) at 0° C., and the mixture was stirred at room temperature for 2 hr. The reaction mixture was concentrated, 10% aqueous citric acid solution was added, and the mixture was extracted with ethyl acetate. The ethyl acetate layer was washed with saturated brine, dried (MgSO4) and concentrated. The residue was subjected to silica gel column chromatography and the title compo... The reactants are BrC=1C(=C2C(=CNC2=CC1F)C=O)F (5-bromo-4,6-difluoro-1H-indole-3-carbaldehyde), CC1(COB(OC1)C1=CC=C(C=C1)C1(CC1)CO)C ({1-[4-(5,5-dimethyl-1,3,2-dioxaborinan-2-yl)phenyl]cyclopropyl}methanol), C([O-])([O-])=O.[K+].[K+] (potassium carbonate). The reagents and catalysts are C1=CC=C(C=C1)P([C-]2C=CC=C2)C3=CC=CC=C3.C1=CC=C(C=C1)P([C-]2C=CC=C2)C3=CC=CC=C3.Cl[Pd]Cl.[Fe+2] (Pd(dppf)Cl2). Run in C1(=CC=CC=C1)C (toluene), CCO (EtOH), O (water). The product is FC1=C2C(=CNC2=CC(=C1C1=CC=C(C=C1)C1(CC1)CO)F)C=O (4,6-difluoro-5-{4-[1-(hydroxymethyl)cyclopropyl]phenyl}-1H-indole-3-carbaldehyde). Yield: 27.8%. Reaction SMILES: Br[C:2]1[C:3]([F:14])=[C:4]2[C:8](=[CH:9][C:10]=1[F:11])[NH:7][CH:6]=[C:5]2[CH:12]=[O:13].CC1(C)COB([C:22]2[CH:27]=[CH:26][C:25]([C:28]3([CH2:31][OH:32])[CH2:30][CH2:29]3)=[CH:24][CH:23]=2)OC1.C(=O)([O-])[O-].[K+].[K+]>C1(C)C=CC=CC=1.CCO.O.C1C=CC(P(C2C=CC=CC=2)[C-]2C=CC=C2)=CC=1.C1C=CC(P(C2C=CC=CC=2)[C-]2C=CC=C2)=CC=1.Cl[Pd]Cl.[Fe+2]>[F:14][C:3]1[C:2]([C:22]2[CH:27]=[CH:26][C:25]([C:28]3([CH2:31][OH:32])[CH2:29][CH2:30]3)=[CH:24][CH:23]=2)=[C:10]([F:11])[CH:9]=[C:8]2[C:4]=1[C:5]([CH:12]=[O:13])=[CH:6][NH:7]2 |f:2.3.4,8.9.10.11|. Reported procedure: A solution of 5-bromo-4,6-difluoro-1H-indole-3-carbaldehyde (200 mg, 0.77 mmol) and {1-[4-(5,5-dimethyl-1,3,2-dioxaborinan-2-yl)phenyl]cyclopropyl}methanol (200 mg, 0.77 mmol) in toluene (6 mL) and EtOH (2 mL) was added a solution of potassium carbonate (318 mg, 2.31 mmol) in water (1.0 mL) and Pd(dppf)Cl2 (31 mg, 0.04 mmol) at room temperature under N2. The reaction was cooled to room temperature, and extracted with ethyl acetate (20 mL×3). The organic layers were washed with brine (20 mL), dri...